From a dataset of the Open Reaction Database (ORD), a public repository of structured organic reaction records. describe an organic reaction: reactants, conditions, products, and yield Reactants: C1CCOC1, CN, O=C(Cl)Cc1ccc(F)cc1, O. Product: CNC(=O)Cc1ccc(F)cc1. Reaction SMILES: [CH2:3]1[O:4][CH2:5][CH2:6][CH2:7]1.[CH3:1][NH2:2].[F:8][c:9]1[cH:10][cH:11][c:12]([CH2:15][C:16](=[O:17])[Cl:18])[cH:13][cH:14]1.[OH2:19]>>[CH3:1][NH:2][C:16]([CH2:15][c:12]1[cH:11][cH:10][c:9]([F:8])[cH:14][cH:13]1)=[O:17]. The reactants are C(C)(C)(C)OC(=O)N(S(=O)(=O)C1=C(C=CC(=C1)C(=O)NN1C(CC2=CC=CC=C12)C)Cl)CC=1C=C(C(=O)O)C=CC1 (3-({(tert-Butoxycarbonyl)[(2-chloro-5-{[(2-methyl-2,3-dihydro-1H-indol-1-yl)amino]carbonyl}phenyl)sulphonyl]amino}methyl)-benzoic Acid), ClCO\N=[N+](/[O-])\N(CC)CC (N—[(Z)-(chloromethoxy)-NNO-azoxy]-N-ethylethanamine). The product is C(C)(C)(C)OC(=O)N(S(=O)(=O)C1=C(C=CC(=C1)C(=O)NN1C(CC2=CC=CC=C12)C)Cl)CC=1C=C(C(=O)OCO\N=[N+](\N(CC)CC)/[O-])C=CC1 (({[(1Z)-2,2-Diethyl-1-oxidohydrazono]amino}oxy)methyl 3-({(tert-butoxycarbonyl)[(2-chloro-5-{[(2-methyl-2,3-dihydro-1H-indol-1-yl)amino]carbonyl}phenyl)sulphonyl]amino}methyl)benzoate). As a reaction SMILES: [C:1]([O:5][C:6]([N:8]([CH2:32][C:33]1[CH:34]=[C:35]([CH:39]=[CH:40][CH:41]=1)[C:36]([OH:38])=[O:37])[S:9]([C:12]1[CH:17]=[C:16]([C:18]([NH:20][N:21]2[C:29]3[C:24](=[CH:25][CH:26]=[CH:27][CH:28]=3)[CH2:23][CH:22]2[CH3:30])=[O:19])[CH:15]=[CH:14][C:13]=1[Cl:31])(=[O:11])=[O:10])=[O:7])([CH3:4])([CH3:3])[CH3:2].Cl[CH2:43][O:44]/[N:45]=[N+:46](/[N:48]([CH2:51][CH3:52])[CH2:49][CH3:50])\[O-:47]>>[C:1]([O:5][C:6]([N:8]([CH2:32][C:33]1[CH:34]=[C:35]([CH:39]=[CH:40][CH:41]=1)[C:36]([O:38][CH2:43][O:44]/[N:45]=[N+:46](\[O-:47])/[N:48]([CH2:51][CH3:52])[CH2:49][CH3:50])=[O:37])[S:9]([C:12]1[CH:17]=[C:16]([C:18]([NH:20][N:21]2[C:29]3[C:24](=[CH:25][CH:26]=[CH:27][CH:28]=3)[CH2:23][CH:22]2[CH3:30])=[O:19])[CH:15]=[CH:14][C:13]=1[Cl:31])(=[O:10])=[O:11])=[O:7])([CH3:2])([CH3:3])[CH3:4]. Procedure details: The product obtained in Step C of Example 1 is reacted with N—[(Z)-(chloromethoxy)-NNO-azoxy]-N-ethylethanamine in accordance with the process conditions described in Step D of Example 1. The title product is obtained in the form of a yellow solid after chromatography on a silica column using as eluant a 65/35 n-heptane/ethyl acetate mixture. Starting materials: [Ag+], O=[N+]([O-])[O-], [Na+], [OH-], O, O=Cc1cc(OC(F)(F)F)ccc1O. The product is O=C(O)c1cc(OC(F)(F)F)ccc1O. Reaction SMILES: [Ag+:22].[N+:18]([O-:19])([O-:20])=[O:21].[Na+:2].[OH-:1].[OH2:17].[OH:3][c:4]1[c:5]([CH:6]=[O:7])[cH:8][c:9]([O:12][C:13]([F:14])([F:15])[F:16])[cH:10][cH:11]1>>[OH:1][C:6]([c:5]1[c:4]([OH:3])[cH:11][cH:10][c:9]([O:12][C:13]([F:14])([F:15])[F:16])[cH:8]1)=[O:7]. Starting materials: ClC1=NC(=NC=C1C(=O)OCC)SC (ethyl 4-chloro-2-(methylthio)pyrimidine-5-carboxylate), C[O-].[Na+] (sodium methoxide), [OH-].[Na+] (NaOH). Run in CO (MeOH), O (H2O). Run at time 5 hour. The product is COC1=NC(=NC=C1C(=O)O)SC (4-Methoxy-2-(methylthio)pyrimidine-5-carboxylic acid). Yield: 91.8%. As a reaction SMILES: Cl[C:2]1[C:7]([C:8]([O:10]CC)=[O:9])=[CH:6][N:5]=[C:4]([S:13][CH3:14])[N:3]=1.[CH3:15][O-:16].[Na+].[OH-].[Na+]>CO.O>[CH3:15][O:16][C:2]1[C:7]([C:8]([OH:10])=[O:9])=[CH:6][N:5]=[C:4]([S:13][CH3:14])[N:3]=1 |f:1.2,3.4|. Reported procedure: To a solution of ethyl 4-chloro-2-(methylthio)pyrimidine-5-carboxylate (24.40 g, 104.9 mmol) in MeOH (125 mL) was added solid sodium methoxide (11.40 g, 211.0 mmol) at rt. The reaction mixture was stirred at rt for 5 h and then treated with NaOH (17.70 g, 315.5 mmol) in H2O (100 mL). It was then stirred at the same temperature for an additional 1 h. The reaction mixture was concentrated to half of the volume and then acidified to pH=4 with HCl (6N). The reaction was extracted with EtOAc (5×200 m... Reactants: C(C)(=O)NC(C(=O)O)CCC1=CC=C(C=C1)[N+](=O)[O-] (2-acetamido-4-(4-nitrophenyl)-butyric acid), C1=CC(=CC=C1C2=COC3=C(C2=O)C=CC(=C3)O)O (d-(+)-α-methylbenzylamine). Run in C(C)O (ethanol), C(C)O (ethanol). Reaction conditions: time 18 hour. Yields the product C(C)(=O)N[C@H](C(=O)O)CCC1=CC=C(C=C1)[N+](=O)[O-] (2(S)-acetamido-4-(4-nitrophenyl)butyric acid), C1=CC(=CC=C1C2=COC3=C(C2=O)C=CC(=C3)O)O (d-(+)-α-methylbenzyl amine). Reaction SMILES: [C:1]([NH:4][CH:5]([CH2:9][CH2:10][C:11]1[CH:16]=[CH:15][C:14]([N+:17]([O-:19])=[O:18])=[CH:13][CH:12]=1)[C:6]([OH:8])=[O:7])(=[O:3])[CH3:2].[CH:20]1[C:25]([C:26]2[C:31](=[O:32])[C:30]3[CH:33]=[CH:34][C:35]([OH:37])=[CH:36][C:29]=3[O:28][CH:27]=2)=[CH:24][CH:23]=[C:22]([OH:38])[CH:21]=1>C(O)C>[C:1]([NH:4][C@@H:5]([CH2:9][CH2:10][C:11]1[CH:12]=[CH:13][C:14]([N+:17]([O-:19])=[O:18])=[CH:15][CH:16]=1)[C:6]([OH:8])=[O:7])(=[O:3])[CH3:2].[CH:24]1[C:25]([C:26]2[C:31](=[O:32])[C:30]3[CH:33]=[CH:34][C:35]([OH:37])=[CH:36][C:29]=3[O:28][CH:27]=2)=[CH:20][CH:21]=[C:22]([OH:38])[CH:23]=1. Procedure: To a solution of 2-acetamido-4-(4-nitrophenyl)-butyric acid (57.65 g) in hot 95% ethanol (1000 ml) add d-(+)-α-methylbenzylamine (25.2 g) in hot 95% ethanol (125 ml), cool the solution slowly and keep at room temperature 18 hours. Collect the solid and wash with cold 95% ethanol, and dry to give an orange-yellow solid. Recrystallize this solid from 95% ethanol treated with charcoal to give 2(S)-acetamido-4-(4-nitrophenyl)butyric acid, d-(+)-α-methylbenzyl amine salt [α]D26 =+45.6 (MeOH), m.p. 21... Reactants: C([O-])([O-])=O.[K+].[K+] (potassium carbonate), C1(=CC=CC=C1)C(C1=CC=CC=C1)Br (diphenylmethyl bromide), crude product, N(=[N+]=[N-])CCN1C=CC2=C(C=CC=C12)OCC(=O)OC (methyl (1-(2-(azido)ethyl)indole-4-yloxy)acetate), [H][H] (hydrogen), P(=O)([O-])([O-])[O-] (phosphate). Reagents/catalysts: [Pd] (Pd/C). Solvent: O (water), C(C)#N (acetonitrile), C(C)O (ethanol), C1CCOC1 (THF). The product is C1(=CC=CC=C1)C(NCCN1C=CC2=C(C=CC=C12)OCC(=O)OC)C1=CC=CC=C1 (Methyl (1-(2-(N-(diphenylmethyl)amino)ethyl)indole-4-yloxy)acetate). Yield: 28.6%. RXN SMILES: [N:1]([CH2:4][CH2:5][N:6]1[C:14]2[C:9](=[C:10]([O:15][CH2:16][C:17]([O:19][CH3:20])=[O:18])[CH:11]=[CH:12][CH:13]=2)[CH:8]=[CH:7]1)=[N+]=[N-].[H][H].C(=O)([O-])[O-].[K+].[K+].[C:29]1([CH:35](Br)[C:36]2[CH:41]=[CH:40][CH:39]=[CH:38][CH:37]=2)[CH:34]=[CH:33][CH:32]=[CH:31][CH:30]=1.P([O-])([O-])([O-])=O>C(O)C.C1COCC1.C(#N)C.[Pd].O>[C:29]1([CH:35]([C:36]2[CH:37]=[CH:38][CH:39]=[CH:40][CH:41]=2)[NH:1][CH2:4][CH2:5][N:6]2[C:14]3[C:9](=[C:10]([O:15][CH2:16][C:17]([O:19][CH3:20])=[O:18])[CH:11]=[CH:12][CH:13]=3)[CH:8]=[CH:7]2)[CH:34]=[CH:33][CH:32]=[CH:31][CH:30]=1 |f:2.3.4|. Procedure: Under argon atmosphere, methyl (1-(2-(azido)ethyl)indole-4-yloxy)acetate (432 mg) was dissolved in a mixed solvent of ethanol (10 ml) and THF (1 ml), and the obtained solution was stirred at room temperature. To this solution, 5% Pd/C (68 mg) was added and the atmosphere in the reaction vessel was replaced with hydrogen. After confirming vanishment of the materials, the atmosphere in the reaction vessel was replaced with argon. Solids were removed by filtration through Celite, and the solvent wa... The reactants are NC1=C(C=C(C=2C(C3=CC=CC=C3C(C12)=O)=O)O)S (1-amino-2-mercapto-4-hydroxyanthraquinone), [Br-] (bromide), C([O-])([O-])=O.[Na+].[Na+] (sodium carbonate), CN1C(CCC1)=O (N-methylpyrrolidone), ice. The product is NC1=C(C=C(C=2C(C3=CC=CC=C3C(C12)=O)=O)O)SC[C@@H]1CC[C@H](CC1)CCCCC (1-amino-2-(trans-4-n-pentylcyclohexylmethylmercapto)-4-hydroxyanthraquinone). RXN SMILES: [NH2:1][C:2]1[C:15]2[C:14](=[O:16])[C:13]3[C:8](=[CH:9][CH:10]=[CH:11][CH:12]=3)[C:7](=[O:17])[C:6]=2[C:5]([OH:18])=[CH:4][C:3]=1[SH:19].[Br-].C(=O)([O-])[O-].[Na+].[Na+].CN1[CH2:32][CH2:31][CH2:30][C:29]1=O>>[NH2:1][C:2]1[C:15]2[C:14](=[O:16])[C:13]3[C:8](=[CH:9][CH:10]=[CH:11][CH:12]=3)[C:7](=[O:17])[C:6]=2[C:5]([OH:18])=[CH:4][C:3]=1[S:19][CH2:29][C@H:30]1[CH2:14][CH2:15][C@H:2]([CH2:3][CH2:4][CH2:5][CH2:6][CH3:7])[CH2:32][CH2:31]1 |f:2.3.4|. Procedure details: To 30 ml of N-methylpyrrolidone, 1 g of 1-amino-2-mercapto-4-hydroxyanthraquinone, 1.2 g of trans-4-n-penthylcyclohexylmethyl bromide and 0.6 g of sodium carbonate were added. The resulting mixture was heated at 120° to 125° C. for 7 hours. After cooling to 60° to 70° C., the mixture was poured on 100 g of ice, followed by separation of the product and washing with water until neutral was obtained. The product thus obtained was dried and purified by column chromatography using silica gel as carr...